From a dataset of the Open Reaction Database (ORD), a public repository of structured organic reaction records. describe an organic reaction: reactants, conditions, products, and yield The reactants are C(C=C)OC=1C=C(C=O)C=CC1 (3-allyloxybenzaldehyde), C1CCC[C@@H]2CCCC[C@@H]12 (trans decalin). Reaction conditions: temperature 217 celsius, time 18 hour. The product is C(C=C)C1=C(C=O)C=CC=C1O (2-allyl-3-hydroxybenzaldehyde). Reaction SMILES: C([O:4][C:5]1[CH:6]=[C:7]([CH:10]=[CH:11][CH:12]=1)[CH:8]=[O:9])C=C.[CH2:13]1[C@H:22]2[C@@H](CCCC2)CC[CH2:14]1>>[CH2:22]([C:6]1[C:5]([OH:4])=[CH:12][CH:11]=[CH:10][C:7]=1[CH:8]=[O:9])[CH:13]=[CH2:14]. Procedure details: In a 500 ml three-necked Morton flask equipped with mechanical stirrer, thermometer and reflux condenser was added 100 g of 3-allyloxybenzaldehyde (0.62 moles, 1 eq.) and 150 g of cis/trans decalin (1.5 vol). The mixture was purged with nitrogen and then heated to a reflux temperature of 217° C. The reaction was maintained at this reflux temperature for seven hours then cooled and 231 mL of toluene was added. The reaction mixture was then allowed to cool to room temperature. After stirring for 1...